This data is from the Open Reaction Database (ORD), a public repository of structured organic reaction records. The task is: describe an organic reaction: reactants, conditions, products, and yield The reactants are COC(C1=CC(=CC=C1)COC1=CC=C(C=C1)I)=O (3-(4-iodo-phenoxymethyl)-benzoic acid methyl ester), C([O-])([O-])=O.[K+].[K+] (potassium carbonate), bis(tri-cyclohexylphos-phine)palladium, O(C1=CC=CC=C1)C1=C(C=CC=C1)B(O)O ((2-phenoxy)phenylboronic acid). Run in O1CCOCC1 (dioxane), O (water). Reaction conditions: time 8 hour. The product is O(C1=CC=CC=C1)C1=C(C=CC=C1)C1=CC=C(C=C1)OCC=1C=C(C(=O)O)C=CC1 (3-(2′-phenoxy-biphenyl-4-yloxymethyl)-benzoic acid). Reaction SMILES: C[O:2][C:3](=[O:19])[C:4]1[CH:9]=[CH:8][CH:7]=[C:6]([CH2:10][O:11][C:12]2[CH:17]=[CH:16][C:15](I)=[CH:14][CH:13]=2)[CH:5]=1.C(=O)([O-])[O-].[K+].[K+].[O:26]([C:33]1[CH:38]=[CH:37][CH:36]=[CH:35][C:34]=1B(O)O)[C:27]1[CH:32]=[CH:31][CH:30]=[CH:29][CH:28]=1>O1CCOCC1.O>[O:26]([C:33]1[CH:34]=[CH:35][CH:36]=[CH:37][C:38]=1[C:15]1[CH:16]=[CH:17][C:12]([O:11][CH2:10][C:6]2[CH:5]=[C:4]([CH:9]=[CH:8][CH:7]=2)[C:3]([OH:2])=[O:19])=[CH:13][CH:14]=1)[C:27]1[CH:32]=[CH:31][CH:30]=[CH:29][CH:28]=1 |f:1.2.3|. Reported procedure: A degassed solution of 3-(4-iodo-phenoxymethyl)-benzoic acid methyl ester (of Inter-mediate 1; 74 mg, 0.2 mmol) in dioxane (4 mL) and a degassed solution of potassium carbonate (83 mg) in water (0.4 mL) were added to a reaction vial containing (2-phenoxy)phenylboronic acid (available from Aldrich Chemical Company, Inc., Milwaukee, Wis.; 128 mg, 0.6 mmol). The solution was degassed and bis(tri-cyclohexylphos-phine)palladium (available from Strem Chemicals, Inc., Newburyport, Mass.; 7 mg, 0.01 mmo... Reactants: CS(=O)(=O)C1=CC=C(C=C1)C=1N=CC(=NC1)N (5-[4-(methylsulfonyl)phenyl]-2-pyrazinamine), O=[N+]=O (nitronium), N(=O)[O-].[Na+] (NaNO2), N(=O)[O-].[Na+] (NaNO2). Run in OS(=O)(=O)O (H2SO4), OS(=O)(=O)O (H2SO4). Run at temperature 0 celsius, time 15 minute. Yields the product CS(=O)(=O)C1=CC=C(C=C1)C=1N=CC(=NC1)O (5-[4-(methylsulfonyl)phenyl]-2-pyrazinol). Isolated yield 81.0%. Reaction SMILES: N([O-])=O.[Na+].[CH3:5][S:6]([C:9]1[CH:14]=[CH:13][C:12]([C:15]2[N:16]=[CH:17][C:18](N)=[N:19][CH:20]=2)=[CH:11][CH:10]=1)(=[O:8])=[O:7].[O:22]=[N+]=O>OS(O)(=O)=O>[CH3:5][S:6]([C:9]1[CH:14]=[CH:13][C:12]([C:15]2[N:16]=[CH:17][C:18]([OH:22])=[N:19][CH:20]=2)=[CH:11][CH:10]=1)(=[O:8])=[O:7] |f:0.1|. Procedure: NaNO2 (0.20 g, 2.76 mmol) was added in portions to concentrated H2SO4 (1.4 mL) at 0° C. The mixture was heated at 50° C. until all of the NaNO2 had dissolved and the mixture was again cooled to 0° C. A solution of 5-[4-(methylsulfonyl)phenyl]-2-pyrazinamine (0.51 g, 2.05 mmol) in concentrated H2SO4 (4.2 mL) was added dropwise to the nitronium solution. The ice bath was removed, and the mixture was warmed to ambient temperature and stirred for 15 min, then heated to 45° C. for 30 min. The mixture...